From a dataset of the Open Reaction Database (ORD), a public repository of structured organic reaction records. describe an organic reaction: reactants, conditions, products, and yield The reactants are C(CC(C)C)N1CCN(CC1)C1=CC=C(N)C=C1 (4-(4-isopentylpiperazin-1-yl)aniline), C(C)(C)N1CCN(CC1)C1=CC=C(C=C1)[N+](=O)[O-] (1-isopropyl-4-(4-nitrophenyl)piperazine), C(Cl)Cl (DCM). Reagents/catalysts: [Pd] (Pd/C). Run in CCO (EtOH). Run at time 3 hour. The product is C(C)(C)N1CCN(CC1)C1=CC=C(N)C=C1 (4-(4-isopropylpiperazin-1-yl)aniline). Yield: 86.4%. Reaction SMILES: C(N1CCN(C2C=CC(N)=CC=2)CC1)CC(C)C.[CH:19]([N:22]1[CH2:27][CH2:26][N:25]([C:28]2[CH:33]=[CH:32][C:31]([N+:34]([O-])=O)=[CH:30][CH:29]=2)[CH2:24][CH2:23]1)([CH3:21])[CH3:20].C(Cl)Cl>CCO.[Pd]>[CH:19]([N:22]1[CH2:27][CH2:26][N:25]([C:28]2[CH:33]=[CH:32][C:31]([NH2:34])=[CH:30][CH:29]=2)[CH2:24][CH2:23]1)([CH3:21])[CH3:20]. Reported procedure: Using the method described above for the synthesis of 4-(4-isopentylpiperazin-1-yl)aniline, treatment of 1-isopropyl-4-(4-nitrophenyl)piperazine (11.0 g, 40.1 mmol) with H2 and 10% Pd/C (1.0 g) at RT in EtOH (150 mL) for 24 h, followed by the addition of DCM (100 mL) to the reaction mixture and stirring for a further 3 h, provided crude 4-(4-isopropylpiperazin-1-yl)aniline (7.6 g, 86% recovery, 99% purity as determined by LC/MS analysis @ UV 254 nm detection). The crude product is used in the ne... The reactants are BrCCCCCCBr (1,6-dibromohexane), C(C)C1=CC=C(C=C1)CCO (4-ethylbenzeneethanol). Product: BrCCCCCCOCCC1=CC=C(C=C1)CC (1-[2-[(6-Bromohexyl)oxy]ethyl]-4-ethylbenzene). Reaction SMILES: Br[CH2:2][CH2:3][CH2:4][CH2:5][CH2:6][CH2:7][Br:8].[CH2:9]([C:11]1[CH:16]=[CH:15][C:14]([CH2:17][CH2:18][OH:19])=[CH:13][CH:12]=1)[CH3:10]>>[Br:8][CH2:7][CH2:6][CH2:5][CH2:4][CH2:3][CH2:2][O:19][CH2:18][CH2:17][C:14]1[CH:15]=[CH:16][C:11]([CH2:9][CH3:10])=[CH:12][CH:13]=1. Procedure details: (2.6 g), T.l.c. [B] Rf 0.25, from 1,6-dibromohexane (9.8 g) and 4-ethylbenzeneethanol (2.0 g). The reactants are OCCCCCCCCCCCCCCCC(=O)O (16-hydroxyhexadecanoic acid), S(O)(O)(=O)=O (sulfuric acid), C(C)O (ethanol). The product is OCCCCCCCCCCCCCCCC(=O)OCC (Ethyl 16-hydroxyhexadecanoate). RXN SMILES: [OH:1][CH2:2][CH2:3][CH2:4][CH2:5][CH2:6][CH2:7][CH2:8][CH2:9][CH2:10][CH2:11][CH2:12][CH2:13][CH2:14][CH2:15][CH2:16][C:17]([OH:19])=[O:18].S(=O)(=O)(O)O.[CH2:25](O)[CH3:26]>>[OH:1][CH2:2][CH2:3][CH2:4][CH2:5][CH2:6][CH2:7][CH2:8][CH2:9][CH2:10][CH2:11][CH2:12][CH2:13][CH2:14][CH2:15][CH2:16][C:17]([O:19][CH2:25][CH3:26])=[O:18]. Procedure: To a solution of 5.0 g of 16-hydroxyhexadecanoic acid in 100 ml of ethanol was added 0.2 ml of sulfuric acid and the mixture was heated under reflux for one hour. The reaction solution was distilled off under reduced pressure. The residue was diluted with ethyl acetate and washed successively with water, a saturated aqueous solution of sodium hydrogen carbonate and a saturated aqueous solution of sodium chloride, dried over anhydrous sodium sulfate and then distilled under reduced pressure to af... The reactants are C([O-])(O)=O.[Na+] (sodium bicarbonate), ClC=1C=CC2=C(C(=NCC(=N2)NN)C2=CC=CC=C2)C1 (7-chloro-2-hydrazino-5-phenyl-3H-1,4-benzodiazepine), C(C)(=O)OC(C)=O (acetic anhydride), S(O)(O)(=O)=O (sulfuric acid). Solvent: ice water. Conditions: time 1 hour. Yields the product N1C=CN=CC2=C1C=CC=C2 ([1,4] benzodiazepine). As a reaction SMILES: Cl[C:2]1[CH:3]=[CH:4][C:5]2[N:11]=[C:10](NN)[CH2:9][N:8]=[C:7](C3C=CC=CC=3)[C:6]=2[CH:20]=1.C(OC(=O)C)(=O)C.S(=O)(=O)(O)O.C(=O)(O)[O-].[Na+]>>[NH:11]1[C:5]2[CH:4]=[CH:3][CH:2]=[CH:20][C:6]=2[CH:7]=[N:8][CH:9]=[CH:10]1 |f:3.4|. Procedure: To a suspension of 2.84 parts of 7-chloro-2-hydrazino-5-phenyl-3H-1,4-benzodiazepine in 50 parts by volume of acetic anhydride is added 1 part by volume of concentrated sulfuric acid. The resulting solution is left standing at room temperature for 1 hour, poured in ice-water, neutralized with sodium bicarbonate and extracted with methylene chloride. The methylene chloride extract is washed with water and dried over anhydrous sodium sulfate, followed by evaporation of the solvent. The residue is ... Starting materials: C(C1=CC=CC=C1)(C1=CC=CC=C1)NC1(CCCC1)P(O)O (1-benzhydrylaminocyclopentanephosphonous acid), C(C1=CC=CC=C1)(C1=CC=CC=C1)NC(C(C)C)P(O)O (1-benzhydrylamino-2-methylpropanephosphonous acid). The product is NC1(CCCC1)P(O)O (1-amino-cyclopentanephosphonous acid). RXN SMILES: C([NH:14][C:15]1([P:20]([OH:22])[OH:21])[CH2:19][CH2:18][CH2:17][CH2:16]1)(C1C=CC=CC=1)C1C=CC=CC=1.C(NC(P(O)O)C(C)C)(C1C=CC=CC=1)C1C=CC=CC=1>>[NH2:14][C:15]1([P:20]([OH:22])[OH:21])[CH2:19][CH2:18][CH2:17][CH2:16]1. Procedure: The procedure described in Example 1C was repeated using 1-benzhydrylaminocyclopentanephosphonous acid as starting material instead of DL-1-benzhydrylamino-2-methylpropanephosphonous acid to give 1-amino-cyclopentanephosphonous acid of melting point 223°-225°.